From a dataset of the Open Reaction Database (ORD), a public repository of structured organic reaction records. describe an organic reaction: reactants, conditions, products, and yield Reactants: O=C1CNCc2cc(Br)cnc2N1, CCC#N, C=CC(=O)N(C)Cc1oc2ccccc2c1C, CO, ClCCl, Cl, CC(=O)[O-], CC(=O)[O-], CN(C)C=O, [Pd+2]. Yields the product Cc1c(CN(C)C(=O)C=Cc2cnc3c(c2)CNCC(=O)N3)oc2ccccc12. As a reaction SMILES: [Br:2][c:3]1[cH:4][c:5]2[c:6]([n:13][cH:14]1)[NH:7][C:8](=[O:12])[CH2:9][NH:10][CH2:11]2.[C:32](#[N:33])[CH2:34][CH3:35].[CH3:15][N:16]([C:17]([CH:18]=[CH2:19])=[O:20])[CH2:21][c:22]1[o:23][c:24]2[c:25]([c:26]1[CH3:27])[cH:28][cH:29][cH:30][cH:31]2.[CH3:44][OH:45].[Cl:41][CH2:42][Cl:43].[ClH:1].[O-:47][C:48]([CH3:49])=[O:50].[O-:51][C:52]([CH3:53])=[O:54].[O:36]=[CH:37][N:38]([CH3:39])[CH3:40].[Pd+2:46]>>[c:3]1([CH:19]=[CH:18][C:17]([N:16]([CH3:15])[CH2:21][c:22]2[o:23][c:24]3[c:25]([c:26]2[CH3:27])[cH:28][cH:29][cH:30][cH:31]3)=[O:20])[cH:4][c:5]2[c:6]([n:13][cH:14]1)[NH:7][C:8](=[O:12])[CH2:9][NH:10][CH2:11]2. The reactants are C([O-])([O-])=O.[K+].[K+] (Potassium carbonate), C(C1=CC=CC=C1)N1C(=CC2=C(C=CC=C12)O)C(=O)OC (methyl N-benzyl-4-hydroxyindole-2-carboxylate), BrCCO (2-Bromoethanol). The solvent is CN(C)C=O (DMF). Run at temperature 80 celsius, time 16 hour. The product is C(C1=CC=CC=C1)N1C(=CC2=C(C=CC=C12)OCCO)C(=O)OC (Methyl N-Benzyl-4-(2-hydroxyethoxy)indole-2-carboxylate). RXN SMILES: C(=O)([O-])[O-].[K+].[K+].[CH2:7]([N:14]1[C:22]2[C:17](=[C:18]([OH:23])[CH:19]=[CH:20][CH:21]=2)[CH:16]=[C:15]1[C:24]([O:26][CH3:27])=[O:25])[C:8]1[CH:13]=[CH:12][CH:11]=[CH:10][CH:9]=1.Br[CH2:29][CH2:30][OH:31]>CN(C=O)C>[CH2:7]([N:14]1[C:22]2[C:17](=[C:18]([O:23][CH2:29][CH2:30][OH:31])[CH:19]=[CH:20][CH:21]=2)[CH:16]=[C:15]1[C:24]([O:26][CH3:27])=[O:25])[C:8]1[CH:9]=[CH:10][CH:11]=[CH:12][CH:13]=1 |f:0.1.2|. Procedure: Potassium carbonate (0.2 g) was added to a stirred solution of methyl N-benzyl-4-hydroxyindole-2-carboxylate (0.2 g) and 2-Bromoethanol (98 mg) in DMF (15 ml). The reaction was then stirred for 16 hours at 80° C. under an atmosphere of argon. The reaction mixture was concentrated in vacuo and the residue partitioned between ethyl acetate and water. Combined organic extracts were washed with water, dried (MgSO4), concentrated in vacuo and the residue purified by column chromatography using 70% et... Reactants: C1COC2(CCC(CC2)C2=CNC3=CC=CC=C23)O1 (4-(1H-3-indolyl)cyclohexanone ethylene ketal), Cl (hydrochloric acid). Run in CC(=O)C (acetone). Reaction conditions: time 6 hour. Yields the product N1C=C(C2=CC=CC=C12)C1CCC(CC1)=O (4-(1H-3-indolyl)cyclohexanone). RXN SMILES: C1O[C:4]2([CH2:9][CH2:8][CH:7]([C:10]3[C:18]4[C:13](=[CH:14][CH:15]=[CH:16][CH:17]=4)[NH:12][CH:11]=3)[CH2:6][CH2:5]2)[O:3]C1.Cl>CC(C)=O>[NH:12]1[C:13]2[C:18](=[CH:17][CH:16]=[CH:15][CH:14]=2)[C:10]([CH:7]2[CH2:6][CH2:5][C:4](=[O:3])[CH2:9][CH2:8]2)=[CH:11]1. Procedure: 4-(1H-3-indolyl)cyclohexanone ethylene ketal (66.4 g, 0.258 mol) is dissolved in 350 mL of acetone and 350 mL of 10% hydrochloric acid solution and allowed to stir at room temperature for 6 hours. The acetone is removed under reduced pressure and the mixture is made basic with concentrated ammonium hydroxide. The mixture is extracted with chloroform. The organic fraction is dried with sodium sulfate and volatiles are removed under reduced pressure. The resulting solid is taken up in hot ethyl ac... The reactants are [Al+3], C1CCOC1, [H-], [H-], [H-], [H-], [Li+], [Na+], [OH-], O, O=C(O)CCc1c[nH]c2ccccc12. The product is OCCCc1c[nH]c2ccccc12. Reaction SMILES: [Al+3:2].[CH2:24]1[O:25][CH2:26][CH2:27][CH2:28]1.[H-:1].[H-:4].[H-:5].[H-:6].[Li+:3].[Na+:23].[OH-:22].[OH2:21].[nH:7]1[cH:8][c:9]([CH2:16][CH2:17][C:18](=[O:19])[OH:20])[c:10]2[cH:11][cH:12][cH:13][cH:14][c:15]12>>[nH:7]1[cH:8][c:9]([CH2:16][CH2:17][CH2:18][OH:19])[c:10]2[cH:11][cH:12][cH:13][cH:14][c:15]12.